This data is from the Open Reaction Database (ORD), a public repository of structured organic reaction records. The task is: describe an organic reaction: reactants, conditions, products, and yield The reactants are FCCBr, CCOC1Cc2ccccc2C1Nc1nc(CC)c(-c2ccc(Cl)cc2Cl)nc1CC. Product: CCc1nc(-c2ccc(Cl)cc2Cl)c(CC)nc1NC1c2ccccc2CC1OCCF. Reaction SMILES: [Br:32][CH2:33][CH2:34][F:35].[Cl:1][c:2]1[c:3](-[c:9]2[n:10][c:11]([CH2:30][CH3:31])[c:12]([NH:17][CH:18]3[CH:19]([O:27][CH2:28][CH3:29])[CH2:20][c:21]4[cH:22][cH:23][cH:24][cH:25][c:26]43)[n:13][c:14]2[CH2:15][CH3:16])[cH:4][cH:5][c:6]([Cl:8])[cH:7]1>>[Cl:1][c:2]1[c:3](-[c:9]2[n:10][c:11]([CH2:30][CH3:31])[c:12]([NH:17][CH:18]3[CH:19]([O:27][CH2:28][CH2:29][F:35])[CH2:20][c:21]4[cH:22][cH:23][cH:24][cH:25][c:26]43)[n:13][c:14]2[CH2:15][CH3:16])[cH:4][cH:5][c:6]([Cl:8])[cH:7]1. Reactants: C(C)(C)(C)OC(COC1=C(C=C(C=C1)Cl)C#C[Si](C)(C)C)=O (tert-butyl{4-chloro-2-[(trimethylsilyl)ethynyl]phenoxy}acetate), C(C)(C)(C)OC(COC=1C(=NC(=CC1)C)C#C[Si](C)(C)C)=O (tert-butyl{[2-(trimethylsilyl-1-ethynyl)-6-methylpyridin-3-yl]oxy}acetate), C(C)(C)(C)OC(COC=1C(=NC(=CC1)C)C#C[Si](C)(C)C)=O (tert-butyl{[2-(trimethylsilyl-1-ethynyl)-6-methylpyridin-3-yl]oxy}acetate). Yields the product C(#C)C1=NC(=CC=C1OCC(=O)OC(C)(C)C)C (tert-Butyl [(2-ethynyl-6-methylpyridin-3-yl)oxy]acetate). Yield: 91.0%. Reaction SMILES: C(OC(=O)COC1C=CC(Cl)=CC=1C#C[Si](C)(C)C)(C)(C)C.[C:23]([O:27][C:28](=[O:44])[CH2:29][O:30][C:31]1[C:32]([C:38]#[C:39][Si](C)(C)C)=[N:33][C:34]([CH3:37])=[CH:35][CH:36]=1)([CH3:26])([CH3:25])[CH3:24]>>[C:38]([C:32]1[C:31]([O:30][CH2:29][C:28]([O:27][C:23]([CH3:25])([CH3:24])[CH3:26])=[O:44])=[CH:36][CH:35]=[C:34]([CH3:37])[N:33]=1)#[CH:39]. Procedure: Following the general method as outlined in Intermediate 2, starting from tert-butyl{[2-(trimethylsilyl-1-ethynyl)-6-methylpyridin-3-yl]oxy}acetate (Intermediate 85), the title compound was obtained in 91% yield as a brown oil after purification by flash column chromatography (silica), eluting with petroleum ether and ethyl acetate (98:2). Starting materials: CC(=O)OI1(C=2C=CC=CC2C(=O)O1)(OC(=O)C)OC(=O)C (Dess Martin periodinane), C(C1=CC=CC=C1)OC(=O)NC(C(=O)OC)(CO)C (methyl 2-benzyloxycarbonylamino-3-hydroxy-2-methylpropionate), C(C)OCC (diethyl ether), C(=O)(O)[O-].[Na+] (NaHCO3), Na2S2O3.5H2O. Run in C(Cl)Cl (DCM), C(Cl)Cl (DCM). Run at time 30 minute. The product is C(C1=CC=CC=C1)OC(=O)NC(C(=O)OC)(C=O)C (Methyl 2-benzyloxycarbonylamino-2-methyl-3-oxopropionate). Isolated yield 71.8%. RXN SMILES: CC(OI1(OC(C)=O)(OC(C)=O)OC(=O)C2C=CC=CC1=2)=O.[CH2:23]([O:30][C:31]([NH:33][C:34]([CH3:41])([CH2:39][OH:40])[C:35]([O:37][CH3:38])=[O:36])=[O:32])[C:24]1[CH:29]=[CH:28][CH:27]=[CH:26][CH:25]=1.C(OCC)C.C([O-])(O)=O.[Na+]>C(Cl)Cl>[CH2:23]([O:30][C:31]([NH:33][C:34]([CH3:41])([CH:39]=[O:40])[C:35]([O:37][CH3:38])=[O:36])=[O:32])[C:24]1[CH:25]=[CH:26][CH:27]=[CH:28][CH:29]=1 |f:3.4|. Procedure: A solution of 97.7 mg (0.23 mmol) of Dess Martin periodinane reagent (Aldrich) in 1 ml of DCM is slowly added dropwise to a solution of 56 mg (0.21 mmol) of methyl 2-benzyloxycarbonylamino-3-hydroxy-2-methylpropionate in 1 ml of DCM, and the mixture is left to stir at room temperature for 30 min. 5 ml of diethyl ether and a mixture of 4 ml of saturated NaHCO3 and 0.36 g of Na2S2O3.5H2O are then added to the solution. It is stirred for 15 min until the solid has dissolved, and then the ether phas... Starting materials: CCI, [Cl-], [H-], [NH4+], [Na+], CN(C)C=O, CC(C)(CNC(=O)OC(C)(C)C)COc1cccc2ccc(-c3nnc4ccccn34)nc12. The product is CCN(CC(C)(C)COc1cccc2ccc(-c3nnc4ccccn34)nc12)C(=O)OC(C)(C)C. As a reaction SMILES: [CH2:36]([CH3:37])[I:38].[Cl-:39].[H-:35].[NH4+:40].[Na+:34].[O:41]=[CH:42][N:43]([CH3:44])[CH3:45].[n:1]1[n:2][c:3](-[c:10]2[n:11][c:12]3[c:13]([O:20][CH2:21][C:22]([CH2:23][NH:24][C:25]([O:26][C:27]([CH3:28])([CH3:29])[CH3:30])=[O:31])([CH3:32])[CH3:33])[cH:14][cH:15][cH:16][c:17]3[cH:18][cH:19]2)[n:4]2[c:5]1[cH:6][cH:7][cH:8][cH:9]2>>[n:1]1[n:2][c:3](-[c:10]2[n:11][c:12]3[c:13]([O:20][CH2:21][C:22]([CH2:23][N:24]([C:25]([O:26][C:27]([CH3:28])([CH3:29])[CH3:30])=[O:31])[CH2:36][CH3:37])([CH3:32])[CH3:33])[cH:14][cH:15][cH:16][c:17]3[cH:18][cH:19]2)[n:4]2[c:5]1[cH:6][cH:7][cH:8][cH:9]2. Reactants: C1COCCN1, O=C(Cl)OCCl. Yields the product O=C(OCCl)N1CCOCC1. RXN SMILES: [CH2:7]1[CH2:8][O:9][CH2:10][CH2:11][NH:12]1.[Cl:1][CH2:2][O:3][C:4](=[O:5])[Cl:6]>>[Cl:1][CH2:2][O:3][C:4](=[O:5])[N:12]1[CH2:7][CH2:8][O:9][CH2:10][CH2:11]1. Reaction SMILES: [CH3:24][O-:25].[CH3:30][OH:31].[NH2:1][c:2]1[c:3]([S:21](=[O:22])[CH3:23])[c:4]([C:19]#[N:20])[n:5][n:6]1-[c:7]1[c:8]([Cl:18])[cH:9][c:10]([C:14]([F:15])([F:16])[F:17])[cH:11][c:12]1[Cl:13].[Na+:26].[O:27]=[C:28]=[O:29]>>[NH2:1][c:2]1[c:3]([S:21](=[O:22])[CH3:23])[c:4]([C:19](=[NH:20])[O:27][CH3:28])[n:5][n:6]1-[c:7]1[c:8]([Cl:18])[cH:9][c:10]([C:14]([F:15])([F:16])[F:17])[cH:11][c:12]1[Cl:13]. Starting materials: C[O-], CO, CS(=O)c1c(C#N)nn(-c2c(Cl)cc(C(F)(F)F)cc2Cl)c1N, [Na+], O=C=O. The product is COC(=N)c1nn(-c2c(Cl)cc(C(F)(F)F)cc2Cl)c(N)c1S(C)=O. Starting materials: COC(=O)c1ccc(-c2ccccc2)cc1NC(=O)c1ccc(OC2CCN(C(C)=O)CC2)cc1O, CO, [Na+], C1COCCO1, [OH-]. Product: CC(=O)N1CCC(Oc2ccc(C(=O)Nc3cc(-c4ccccc4)ccc3C(=O)O)c(O)c2)CC1. Reaction SMILES: [C:3]([CH3:4])(=[O:5])[N:6]1[CH2:7][CH2:8][CH:9]([O:12][c:13]2[cH:14][c:15]([OH:38])[c:16]([C:17](=[O:18])[NH:19][c:20]3[c:21]([C:22](=[O:23])[O:24][CH3:25])[cH:26][cH:27][c:28](-[c:30]4[cH:31][cH:32][cH:33][cH:34][cH:35]4)[cH:29]3)[cH:36][cH:37]2)[CH2:10][CH2:11]1.[CH3:39][OH:40].[Na+:2].[O:41]1[CH2:42][CH2:43][O:44][CH2:45][CH2:46]1.[OH-:1]>>[C:3]([CH3:4])(=[O:5])[N:6]1[CH2:7][CH2:8][CH:9]([O:12][c:13]2[cH:14][c:15]([OH:38])[c:16]([C:17](=[O:18])[NH:19][c:20]3[c:21]([C:22](=[O:23])[OH:24])[cH:26][cH:27][c:28](-[c:30]4[cH:31][cH:32][cH:33][cH:34][cH:35]4)[cH:29]3)[cH:36][cH:37]2)[CH2:10][CH2:11]1.